Dataset: the Open Reaction Database (ORD), a public repository of structured organic reaction records. Task: describe an organic reaction: reactants, conditions, products, and yield The reactants are P(Cl)(Cl)(Cl)(Cl)Cl (PCl5), CN(C)C=O (DMF), ClC1=C(C=C(O)C=C1)O (4-Chlororesorcinol), BrC1=CC=C(C=C1)CC(=O)O (4-bromophenyl acetic acid). The product is BrC1=CC=C(C=C1)C1=COC2=CC(=C(C=C2C1=O)Cl)O (3-(4-Bromo-phenyl)-6-chloro-7-hydroxy-chromen-4-one), solid. Isolated yield 56.8%. Reaction SMILES: [Cl:1][C:2]1[CH:8]=[CH:7][C:5]([OH:6])=[CH:4][C:3]=1[OH:9].[Br:10][C:11]1[CH:16]=[CH:15][C:14]([CH2:17][C:18]([OH:20])=O)=[CH:13][CH:12]=1.P(Cl)(Cl)(Cl)(Cl)Cl.[CH3:27]N(C=O)C>>[Br:10][C:11]1[CH:12]=[CH:13][C:14]([C:17]2[C:18](=[O:20])[C:7]3[C:5](=[CH:4][C:3]([OH:9])=[C:2]([Cl:1])[CH:8]=3)[O:6][CH:27]=2)=[CH:15][CH:16]=1. Procedure: This compounds was synthesised in the same manner as described above. 4-Chlororesorcinol (0.87 g, 6 mmol), 4-bromophenyl acetic acid (1.29 g, 6 mmol), BF3Et2O (4 ml), PCl5 (1.9 g, 9.1 mmol), DMF (5 ml and 10 ml). The precipitate formed was filtered and re-crystallized from methanol to give 3-(4-Bromo-phenyl)-6-chloro-7-hydroxy-chromen-4-one a flakey white solid (1.2 g, 56.8%); Rf 0.81 ethyl acetate. Reactants: BrC=1C=CC2=C(C=C(CCS2(=O)=O)C(=O)NC2=CC=C(C=C2)CN(C2CCOCC2)C)C1 (7-bromo-N-[4-[[N-methyl-N-(tetrahydro-2H-pyran-4-yl)amino]methyl]phenyl]-1,1-dioxo-2,3-dihydro-1-benzothiepine-4-carboxamide), B(OC1=CC(=C(C=C1)OCCC)OCC)([O-])[O-] (3-ethoxy-4-propoxyphenyl borate), C([O-])([O-])=O.[K+].[K+] (potassium carbonate), C(C)O (ethanol). The reagents and catalysts are C=1C=CC(=CC1)[P](C=2C=CC=CC2)(C=3C=CC=CC3)[Pd]([P](C=4C=CC=CC4)(C=5C=CC=CC5)C=6C=CC=CC6)([P](C=7C=CC=CC7)(C=8C=CC=CC8)C=9C=CC=CC9)[P](C=1C=CC=CC1)(C=1C=CC=CC1)C=1C=CC=CC1 (tetrakistriphenylphosphinepalladium). Run in C1(=CC=CC=C1)C (toluene). Run at time 30 minute. The product is C(C)OC=1C=C(C=CC1OCCC)C=1C=CC2=C(C=C(CCS2(=O)=O)C(=O)NC2=CC=C(C=C2)CN(C2CCOCC2)C)C1 (7-(3-ethoxy-4-propoxyphenyl)-N-[4-[[N-methyl-N-(tetrahydro-2H-pyran-4-yl)amino]methyl]phenyl]-1,1-dioxo-2,3-dihydro-1-benzothiepine-4-carboxamide). The yield is 44.8%. RXN SMILES: Br[C:2]1[CH:3]=[CH:4][C:5]2[S:11](=[O:13])(=[O:12])[CH2:10][CH2:9][C:8]([C:14]([NH:16][C:17]3[CH:22]=[CH:21][C:20]([CH2:23][N:24]([CH3:31])[CH:25]4[CH2:30][CH2:29][O:28][CH2:27][CH2:26]4)=[CH:19][CH:18]=3)=[O:15])=[CH:7][C:6]=2[CH:32]=1.B([O-])([O-])O[C:35]1[CH:40]=[CH:39][C:38]([O:41][CH2:42][CH2:43][CH3:44])=[C:37]([O:45][CH2:46][CH3:47])[CH:36]=1.C(=O)([O-])[O-].[K+].[K+].C(O)C>C1C=CC([P]([Pd]([P](C2C=CC=CC=2)(C2C=CC=CC=2)C2C=CC=CC=2)([P](C2C=CC=CC=2)(C2C=CC=CC=2)C2C=CC=CC=2)[P](C2C=CC=CC=2)(C2C=CC=CC=2)C2C=CC=CC=2)(C2C=CC=CC=2)C2C=CC=CC=2)=CC=1.C1(C)C=CC=CC=1>[CH2:46]([O:45][C:37]1[CH:36]=[C:35]([C:2]2[CH:3]=[CH:4][C:5]3[S:11](=[O:13])(=[O:12])[CH2:10][CH2:9][C:8]([C:14]([NH:16][C:17]4[CH:18]=[CH:19][C:20]([CH2:23][N:24]([CH3:31])[CH:25]5[CH2:26][CH2:27][O:28][CH2:29][CH2:30]5)=[CH:21][CH:22]=4)=[O:15])=[CH:7][C:6]=3[CH:32]=2)[CH:40]=[CH:39][C:38]=1[O:41][CH2:42][CH2:43][CH3:44])[CH3:47] |f:2.3.4,^1:62,64,83,102|. Reported procedure: A mixture of 7-bromo-N-[4-[[N-methyl-N-(tetrahydro-2H-pyran-4-yl)amino]methyl]phenyl]-1,1-dioxo-2,3-dihydro-1-benzothiepine-4-carboxamide (0.3 g), 3-ethoxy-4-propoxyphenyl borate (0.16 g), 1M potassium carbonate solution (1.3 ml), ethanol (1.3 ml) and toluene (25 ml) was stirred under argon atmosphere at room temperature for 30 minutes. To the mixture was added tetrakistriphenylphosphinepalladium (0.03 g), and the mixture was refluxed under argon atmosphere for 6 hours and extracted with ethyl a... Starting materials: Cl (hydrochloric acid), FC1=C(C=CC=C1F)[C@@](CN1N=CN=C1)([C@@H](C)S[C@H]1CO[C@@H](OC1)C1=CC=CC=C1)O ((2R,3R)-2-(2,3-difluorophenyl)-3-[(trans-2-phenyl-1,3-dioxan-5-yl)thio]-1-(1H-1,2,4-triazol-1-yl)-2-butanol). Solvent: C1(=CC=CC=C1)C (toluene). Run at temperature 50 celsius. The product is FC1=C(C=CC=C1F)[C@@](CN1N=CN=C1)([C@@H](C)SC(CO)CO)O ((2R,3R)-2-(2,3-difluorophenyl)-3-[[1-(hydroxymethyl)-2-hydroxyethyl]thio]-1-(1H-1,2,4-triazol-1-yl)-2-butanol). Reaction SMILES: Cl.[F:2][C:3]1[C:8]([F:9])=[CH:7][CH:6]=[CH:5][C:4]=1[C@:10]([OH:32])([C@H:17]([S:19][C@@H:20]1[CH2:25][O:24][C@@H](C2C=CC=CC=2)[O:22][CH2:21]1)[CH3:18])[CH2:11][N:12]1[CH:16]=[N:15][CH:14]=[N:13]1>C1(C)C=CC=CC=1>[F:2][C:3]1[C:8]([F:9])=[CH:7][CH:6]=[CH:5][C:4]=1[C@:10]([OH:32])([C@H:17]([S:19][CH:20]([CH2:21][OH:22])[CH2:25][OH:24])[CH3:18])[CH2:11][N:12]1[CH:16]=[N:15][CH:14]=[N:13]1. Procedure details: 30 ml (30 mmol) of 1 N hydrochloric acid were added to a solution of 3.35 g of crude (2R,3R)-2-(2,3-difluorophenyl)-3-[(trans-2-phenyl-1,3-dioxan-5-yl)thio]-1-(1H-1,2,4-triazol-1-yl)-2-butanol [prepared as described in Step 7(v) above] in 45 ml of toluene. The resulting mixture was heated at 50° C. for 6 hours. At the end of this time, the aqueous layer was separated. The oily layer was then extracted twice with a dilute hydrochloric acid solution. The aqueous layers were then combined and sodiu... Starting materials: COc1cc2nccc(Oc3ccc([N+](=O)[O-])cn3)c2cc1OC, CCO, [Cl-], [Fe], [NH4+]. The product is COc1cc2nccc(Oc3ccc(N)cn3)c2cc1OC. As a reaction SMILES: [CH3:1][O:2][c:3]1[cH:4][c:5]2[c:6]([O:15][c:16]3[n:17][cH:18][c:19]([N+:22]([O-:23])=[O:24])[cH:20][cH:21]3)[cH:7][cH:8][n:9][c:10]2[cH:11][c:12]1[O:13][CH3:14].[CH3:27][CH2:28][OH:29].[Cl-:25].[Fe:30].[NH4+:26]>>[CH3:1][O:2][c:3]1[cH:4][c:5]2[c:6]([O:15][c:16]3[n:17][cH:18][c:19]([NH2:22])[cH:20][cH:21]3)[cH:7][cH:8][n:9][c:10]2[cH:11][c:12]1[O:13][CH3:14]. Starting materials: CO, COC(=O)C(C)(C)CO, [K+], [OH-], O. The product is CC(C)(CO)C(=O)[O-], [K+]. Reaction SMILES: [CH3:12][OH:13].[CH3:1][C:2]([C:3](=[O:4])[O:5][CH3:6])([CH2:7][OH:8])[CH3:9].[K+:11].[OH-:10].[OH2:14]>>[CH3:1][C:2]([C:3](=[O:4])[O-:5])([CH2:7][OH:8])[CH3:9].[K+:11]. Reactants: FC1(C[C@@H](CC1)[C@](C(=O)O)(C1=CC=C(C=C1)F)O)F ((2R)-2-((1R)-3,3-difluorocyclopentyl)-2-hydroxy-2-(4-fluorophenyl)acetic acid), O[C@@H]1CN(CC1)C(=O)OC(C)(C)C (t-butyl (3S)-3-hydroxypyrrolidine-1-carboxylate). The product is FC1(C[C@@H](CC1)[C@](C(=O)O[C@@H]1CNCC1)(C1=CC=C(C=C1)F)O)F ((3S)-pyrrolidin-3-yl (2R)-2-((1R)-3,3-difluorocyclopentyl)-2-hydroxy-2-(4-fluorophenyl)ethanoate). As a reaction SMILES: [F:1][C:2]1([F:19])[CH2:6][CH2:5][C@@H:4]([C@@:7]([OH:18])([C:11]2[CH:16]=[CH:15][C:14]([F:17])=[CH:13][CH:12]=2)[C:8]([OH:10])=[O:9])[CH2:3]1.O[C@H:21]1[CH2:25][CH2:24][N:23](C(OC(C)(C)C)=O)[CH2:22]1>>[F:19][C:2]1([F:1])[CH2:6][CH2:5][C@@H:4]([C@@:7]([OH:18])([C:11]2[CH:12]=[CH:13][C:14]([F:17])=[CH:15][CH:16]=2)[C:8]([O:10][C@H:21]2[CH2:25][CH2:24][NH:23][CH2:22]2)=[O:9])[CH2:3]1. Reported procedure: Using (2R)-2-((1R)-3,3-difluorocyclopentyl)-2-hydroxy-2-(4-fluorophenyl)acetic acid and t-butyl (3S)-3-hydroxypyrrolidine-1-carboxylate, the title compound was prepared by a method similar to Steps 2 and 3 of Referential Example 12. Reported procedure: As described for example 112a, 6-{[3-(5-chloro-pyridin-2-yl)-5-methyl-isoxazol-4-ylmethyl]-amino}-pyridazine-3-carboxylic acid ethyl ester (405 mg, 1.1 mmol) was converted, instead of 5-[3-(4-chloro-phenyl)-isoxazol-4-ylmethoxy]-pyrazine-2-carboxylic acid methyl ester, to the title compound (346 mg, 92%) which was obtained as an off white solid. MS: m/e=343.9 [M−H]−. Product: ClC=1C=CC(=NC1)C1=NOC(=C1CNC1=CC=C(N=N1)C(=O)O)C (6-{[3-(5-Chloro-pyridin-2-yl)-5-methyl-isoxazol-4-ylmethyl]-amino}-pyridazine-3-carboxylic acid). The reactants are C(C)OC(=O)C=1N=NC(=CC1)NCC=1C(=NOC1C)C1=NC=C(C=C1)Cl (6-{[3-(5-chloro-pyridin-2-yl)-5-methyl-isoxazol-4-ylmethyl]-amino}-pyridazine-3-carboxylic acid ethyl ester), COC(=O)C1=NC=C(N=C1)OCC=1C(=NOC1)C1=CC=C(C=C1)Cl (5-[3-(4-chloro-phenyl)-isoxazol-4-ylmethoxy]-pyrazine-2-carboxylic acid methyl ester). Isolated yield 91.0%. Reaction SMILES: C([O:3][C:4]([C:6]1[N:7]=[N:8][C:9]([NH:12][CH2:13][C:14]2[C:15]([C:20]3[CH:25]=[CH:24][C:23]([Cl:26])=[CH:22][N:21]=3)=[N:16][O:17][C:18]=2[CH3:19])=[CH:10][CH:11]=1)=[O:5])C.COC(C1C=NC(OCC2C(C3C=CC(Cl)=CC=3)=NOC=2)=CN=1)=O>>[Cl:26][C:23]1[CH:24]=[CH:25][C:20]([C:15]2[C:14]([CH2:13][NH:12][C:9]3[N:8]=[N:7][C:6]([C:4]([OH:5])=[O:3])=[CH:11][CH:10]=3)=[C:18]([CH3:19])[O:17][N:16]=2)=[N:21][CH:22]=1. Starting materials: ClC1=C(C=C(C=C1)S(=O)(=O)N1C2=C(CCCC1)C=CC=C2)N (2-chloro-5-(2,3,4,5-tetrahydro-benzo[b]azepine-1-sulfonyl)-phenylamine), NC(=O)N (urea), CCOCC (ether). Solvent: ClCCCl (DCE), CC(=O)O (HOAc), C(Cl)Cl (DCM). Run at temperature 100 celsius, time 24 hour. The product is ClC1=C(C=C(C=C1)S(=O)(=O)N1C2=C(CCCC1)C=CC=C2)NC(=O)N ([2-chloro-5-(2,3,4,5-tetrahydro-benzo[b]azepine-1-sulfonyl)-phenyl]-urea). Yield: 44.8%. As a reaction SMILES: [Cl:1][C:2]1[CH:7]=[CH:6][C:5]([S:8]([N:11]2[CH2:17][CH2:16][CH2:15][CH2:14][C:13]3[CH:18]=[CH:19][CH:20]=[CH:21][C:12]2=3)(=[O:10])=[O:9])=[CH:4][C:3]=1[NH2:22].[NH2:23][C:24](N)=[O:25].CCOCC>ClCCCl.CC(O)=O.C(Cl)Cl>[Cl:1][C:2]1[CH:7]=[CH:6][C:5]([S:8]([N:11]2[CH2:17][CH2:16][CH2:15][CH2:14][C:13]3[CH:18]=[CH:19][CH:20]=[CH:21][C:12]2=3)(=[O:9])=[O:10])=[CH:4][C:3]=1[NH:22][C:24]([NH2:23])=[O:25]. Reported procedure: To 2-chloro-5-(2,3,4,5-tetrahydro-benzo[b]azepine-1-sulfonyl)-phenylamine (3.4 g, 10 mmol) in DCE (20 mL) and HOAc (20 mL) was added urea (1.2 g, 20 mmol). The mixture was stirred at 100° C. for 24 hrs and was then partitioned between DCM (150 mL) and sat. NaHCO3 solution (150 mL). Additional solid NaHCO3 was added until the aqueous layer pH value was 8. The organic layer was separated, washed with saturated NaHCO3 and brine, dried over MgSO4 and evaporated to obtain a yellow oil. The oil was re... The reactants are C(#N)CC=1C=C(C(=NC1C)C)CC#N (5-cyanomethyl-2,6-dimethyl-pyridin-3-yl-acetonitrile), Cl.NC1=C(C(=CC(=C1F)F)F)S (2-amino-3,4,6-trifluoro-benzenethiol hydrochloride), C(C)(=O)O (acetic acid), C([O-])(O)=O.[Na+] (sodium bicarbonate). Reagents/catalysts: C(C)(C)(C)C1=C(C(=CC(=C1)C)C(C)(C)C)O (2,6-di-tert-butyl-4-methylphenol). Run in FC(CO)(F)F (2,2,2-trifluoroethanol). Reaction conditions: time 8 hour. The product is CC1=NC(=C(C=C1CC#N)CC=1SC2=C(N1)C(=C(C=C2F)F)F)C (2,6-dimethyl-5-(4,5,7-trifluorobenzothiazole-2-yl-methyl)-pyridin-3-yl-acetonitrile). The yield is 39.1%. RXN SMILES: [C:1]([CH2:3][C:4]1[CH:5]=[C:6]([CH2:12][C:13]#[N:14])[C:7]([CH3:11])=[N:8][C:9]=1[CH3:10])#[N:2].Cl.N[C:17]1[C:22]([F:23])=[C:21]([F:24])[CH:20]=[C:19]([F:25])[C:18]=1[SH:26].C(O)(=O)C.C(=O)(O)[O-].[Na+]>FC(F)(F)CO.C(C1C=C(C)C=C(C(C)(C)C)C=1O)(C)(C)C>[CH3:10][C:9]1[C:4]([CH2:3][C:1]#[N:2])=[CH:5][C:6]([CH2:12][C:13]2[S:26][C:18]3[C:19]([F:25])=[CH:20][C:21]([F:24])=[C:22]([F:23])[C:17]=3[N:14]=2)=[C:7]([CH3:11])[N:8]=1 |f:1.2,4.5|. Procedure: In a teflon screwcap glass pressure vessel a solution of 5-cyanomethyl-2,6-dimethyl-pyridin-3-yl-acetonitrile (1.5 g, 8.1 mmol), 2-amino-3,4,6-trifluoro-benzenethiol hydrochloride (2.6 g, 12.2 mmol), 2,6-di-tert-butyl-4-methylphenol (BHT) (20 mg) and acetic acid (0.56 mL, 9.8 mmol) in 2,2,2-trifluoroethanol (10 mL, 0.8 M, degassed with nitrogen) is warmed to 90° C. and stirred overnight. The mixture is cooled to room temperature, added to saturated aq sodium bicarbonate (30 mL), extracted with e...